From a dataset of the Open Reaction Database (ORD), a public repository of structured organic reaction records. describe an organic reaction: reactants, conditions, products, and yield The reactants are C(CCC)(=O)C1C(CC(CC1=O)C1CCOCC1)=O (2-butyryl-5-(tetrahydropyran-4-yl)-cyclohexane-1,3-dione), C(C=C)ON (allyloxyamine). The solvent is CO (methanol). Product: 12.9, C(C=C)ONC(CCC)=C1C(CC(CC1=O)C1CCOCC1)=O (2-(1-allyloxyamino-n-butylidene)-5-(tetrahydropyran-4-yl)cyclohexane-1,3-dione). Reaction SMILES: [C:1]([CH:6]1[C:11](=[O:12])[CH2:10][CH:9]([CH:13]2[CH2:18][CH2:17][O:16][CH2:15][CH2:14]2)[CH2:8][C:7]1=[O:19])(=O)[CH2:2][CH2:3][CH3:4].[CH2:20]([O:23][NH2:24])[CH:21]=[CH2:22]>CO>[CH2:20]([O:23][NH:24][C:1](=[C:6]1[C:11](=[O:12])[CH2:10][CH:9]([CH:13]2[CH2:18][CH2:17][O:16][CH2:15][CH2:14]2)[CH2:8][C:7]1=[O:19])[CH2:2][CH2:3][CH3:4])[CH:21]=[CH2:22]. Reported procedure: 14.0 parts by weight of 2-butyryl-5-(tetrahydropyran-4-yl)-cyclohexane-1,3-dione and 4.2 parts by weight of allyloxyamine in 100 parts by volume of methanol are stirred for 16 hours at room temperature. The solvent is distilled off under reduced pressure, the residue is dissolved in dichloromethane, the solution is then washed with 5% strength hydrochloric acid and water and dried over sodium sulfate, and the solvent is stripped off under reduced pressure to give 12.9 parts by weight of 2-(1-all... Starting materials: Fc1ccc(Cn2c(NC3CCN(CCN=C=S)CC3)nc3cncnc32)cc1, C1CCOC1, Nc1ccncc1N. The product is Nc1ccncc1NC(=S)NCCN1CCC(Nc2nc3cncnc3n2Cc2ccc(F)cc2)CC1. RXN SMILES: [F:9][c:10]1[cH:11][cH:12][c:13]([CH2:16][n:17]2[c:18]3[n:19][cH:20][n:21][cH:22][c:23]3[n:24][c:25]2[NH:26][CH:27]2[CH2:28][CH2:29][N:30]([CH2:33][CH2:34][N:35]=[C:36]=[S:37])[CH2:31][CH2:32]2)[cH:14][cH:15]1.[O:38]1[CH2:39][CH2:40][CH2:41][CH2:42]1.[n:1]1[cH:2][c:3]([NH2:8])[c:4]([NH2:7])[cH:5][cH:6]1>>[n:1]1[cH:2][c:3]([NH:8][C:36]([NH:35][CH2:34][CH2:33][N:30]2[CH2:29][CH2:28][CH:27]([NH:26][c:25]3[n:17]([CH2:16][c:13]4[cH:12][cH:11][c:10]([F:9])[cH:15][cH:14]4)[c:18]4[n:19][cH:20][n:21][cH:22][c:23]4[n:24]3)[CH2:32][CH2:31]2)=[S:37])[c:4]([NH2:7])[cH:5][cH:6]1.